Dataset: the Open Reaction Database (ORD), a public repository of structured organic reaction records. Task: describe an organic reaction: reactants, conditions, products, and yield The solvent is CS(=O)C (dimethylsulphoxide). Reactants: ClCCCN1CC(CCC1)CN1C(C2=CC(=C(C=C2CC1)OC)OC)=O (2-[(N-(3-chloropropyl)-piperidine-3-yl)-methyl]-6,7-dimethoxy-1-oxo-1,2,3,4-tetrahydro-isoquinoline), C([O-])([O-])=O.[K+].[K+] (potassium carbonate), CC=1C=C(NCC)C=CC1C (3,4-dimethyl-N-ethylaniline). Procedure details: A mixture of 1.3 g (0.0034 mol) of 2-[(N-(3-chloropropyl)-piperidine-3-yl)-methyl]-6,7-dimethoxy-1-oxo-1,2,3,4-tetrahydro-isoquinoline, 15 ml of dimethylsulphoxide, 1.4 g (0.1 mol) of potassium carbonate and 1 g (0.0066 mol) of 3,4-dimethyl-N-ethylaniline is heated to 120° C. for 6 hours. The reaction mixture is poured onto ice water, extracted with ethyl acetate, the organic phase is washed with water, dried over sodium sulphate and evaporated down in vacuo. The residue obtained is purified ove... Conditions: temperature 120 celsius. Product: Cl.Cl.CC=1C(=C(C=CC1C)CCCN1CC(CCC1)CN1C(C2=CC(=C(C=C2CC1)OC)OC)=O)NCC (2-[(N-(3-(3,4-Dimethyl-N-ethyl-amino-phenyl)-propyl)-piperidin-3-yl)-methyl]-6,7-dimethoxy-1-oxo-1,2,3,4-tetrahydro-isoquinoline-dihydrochloride). As a reaction SMILES: [Cl:1][CH2:2][CH2:3][CH2:4][N:5]1[CH2:10][CH2:9][CH2:8][CH:7]([CH2:11][N:12]2[CH2:21][CH2:20][C:19]3[C:14](=[CH:15][C:16]([O:24][CH3:25])=[C:17]([O:22][CH3:23])[CH:18]=3)[C:13]2=[O:26])[CH2:6]1.[C:27](=O)([O-])[O-].[K+].[K+].[CH3:33][C:34]1[CH:35]=[C:36]([CH:40]=[CH:41][C:42]=1C)[NH:37][CH2:38][CH3:39]>CS(C)=O>[ClH:1].[ClH:1].[CH3:27][C:35]1[C:36]([NH:37][CH2:38][CH3:39])=[C:40]([CH2:2][CH2:3][CH2:4][N:5]2[CH2:10][CH2:9][CH2:8][CH:7]([CH2:11][N:12]3[CH2:21][CH2:20][C:19]4[C:14](=[CH:15][C:16]([O:24][CH3:25])=[C:17]([O:22][CH3:23])[CH:18]=4)[C:13]3=[O:26])[CH2:6]2)[CH:41]=[CH:42][C:34]=1[CH3:33] |f:1.2.3,6.7.8|. The reactants are O=C1Cc2cccc(C(=O)c3ccc(F)cc3)c2N1, [Na+], [OH-], O. Yields the product Nc1c(CC(=O)O)cccc1C(=O)c1ccc(F)cc1. RXN SMILES: [F:1][c:2]1[cH:3][cH:4][c:5]([C:6](=[O:7])[c:8]2[cH:9][cH:10][cH:11][c:12]3[c:16]2[NH:15][C:14](=[O:17])[CH2:13]3)[cH:18][cH:19]1.[Na+:21].[OH-:20].[OH2:22]>>[F:1][c:2]1[cH:3][cH:4][c:5]([C:6](=[O:7])[c:8]2[cH:9][cH:10][cH:11][c:12]([CH2:13][C:14](=[O:17])[OH:20])[c:16]2[NH2:15])[cH:18][cH:19]1. Reactants: COC(C1=CC=C(C=C1)N(C)CCC1=C(N(C2=CC=C(C=C12)Cl)C(C1=CC=CC=C1)C1=CC=CC=C1)CCN)=O (4-({2-[2-(2-Amino-ethyl)-1-benzhydryl-5-chloro-1H-indol-3-yl]-ethyl}methyl-amino)-benzoic acid methyl ester), ClC=1C=C(C=CC1Cl)CS(=O)(=O)Cl (3,4-dichlorophenylmethanesulfonylchloride). Yields the product C(C1=CC=CC=C1)(C1=CC=CC=C1)N1C(=C(C2=CC(=CC=C12)Cl)CCN(C1=CC=C(C(=O)O)C=C1)C)CCNS(=O)(=O)CC1=CC(=C(C=C1)Cl)Cl (4-[{2-[1-benzhydryl-5chloro-2-(2-{[(3,4-dichlorobenzyl)sulfonyl]amino}ethyl)-1H-indol-3-yl]ethyl}(methyl)amino]benzoic acid). Isolated yield 87.0%. Reaction SMILES: C[O:2][C:3](=[O:40])[C:4]1[CH:9]=[CH:8][C:7]([N:10]([CH2:12][CH2:13][C:14]2[C:22]3[C:17](=[CH:18][CH:19]=[C:20]([Cl:23])[CH:21]=3)[N:16]([CH:24]([C:31]3[CH:36]=[CH:35][CH:34]=[CH:33][CH:32]=3)[C:25]3[CH:30]=[CH:29][CH:28]=[CH:27][CH:26]=3)[C:15]=2[CH2:37][CH2:38][NH2:39])[CH3:11])=[CH:6][CH:5]=1.[Cl:41][C:42]1[CH:43]=[C:44]([CH2:49][S:50](Cl)(=[O:52])=[O:51])[CH:45]=[CH:46][C:47]=1[Cl:48]>>[CH:24]([N:16]1[C:17]2[C:22](=[CH:21][C:20]([Cl:23])=[CH:19][CH:18]=2)[C:14]([CH2:13][CH2:12][N:10]([CH3:11])[C:7]2[CH:8]=[CH:9][C:4]([C:3]([OH:2])=[O:40])=[CH:5][CH:6]=2)=[C:15]1[CH2:37][CH2:38][NH:39][S:50]([CH2:49][C:44]1[CH:45]=[CH:46][C:47]([Cl:48])=[C:42]([Cl:41])[CH:43]=1)(=[O:52])=[O:51])([C:25]1[CH:26]=[CH:27][CH:28]=[CH:29][CH:30]=1)[C:31]1[CH:32]=[CH:33][CH:34]=[CH:35][CH:36]=1. Procedure details: The intermediate from example 146 step 7 was treated with 3,4-dichlorophenylmethanesulfonylchloride according to the procedure in Example 87 step 2 to generate the desired product in 87% yield.